Dataset: the Open Reaction Database (ORD), a public repository of structured organic reaction records. Task: describe an organic reaction: reactants, conditions, products, and yield The reactants are ClC1=CC=C(C=C1)S(=O)(=O)Cl (4-Chlorophenylsulphonyl chloride), N1CCNCCC1 (homopiperazine). Run in ClCCl (dichloromethane), ClCCl (dichloromethane). Run at time 8 hour. Product: ClC1=CC=C(C=C1)S(=O)(=O)N1CCNCCC1 (1-(4-chlorophenylsulphonyl)homopiperazine). The yield is 76.2%. As a reaction SMILES: [Cl:1][C:2]1[CH:7]=[CH:6][C:5]([S:8](Cl)(=[O:10])=[O:9])=[CH:4][CH:3]=1.[NH:12]1[CH2:18][CH2:17][CH2:16][NH:15][CH2:14][CH2:13]1>ClCCl>[Cl:1][C:2]1[CH:7]=[CH:6][C:5]([S:8]([N:12]2[CH2:18][CH2:17][CH2:16][NH:15][CH2:14][CH2:13]2)(=[O:10])=[O:9])=[CH:4][CH:3]=1. Procedure details: The 1-(4-chlorophenylsulphonyl)homopiperazine was prepared as follows. 4-Chlorophenylsulphonyl chloride (3.74 g) in dichloromethane (100 ml) was added slowly to a solution of homopiperazine (6.73 g) in dichloromethane (100 ml). The reaction was stood at room temperature overnight. The reaction was washed with water, dried (MgSO4) and the solvent removed in vacuo. The residue was triturated with 20% ether in hexane to give 1-(4-chlorophenylsulphonyl)homopiperazine (3.71 g); NMR (DMSOd6): 1.65 (m,... The reactants are [H-].[Na+] (NaH), CN(C)C=O (DMF), OCC1CC(C2=C(S1)SC=C2)OCOCCOC (5,6-dihydro-6-hydroxymethyl-4-methoxyethoxymethoxy-4H-thieno[2,3-b]thiopyran), COCCBr (2-methoxyethylbromide). Solvent: O (H2O). Product: COCCOCC1CC(C2=C(S1)SC=C2)OCOCCOC (5,6-dihydro-6-(2-methoxyethoxymethyl)4-methoxyethoxymethoxy-4H-thieno[2,3-b]thiopyran). Isolated yield 86.1%. As a reaction SMILES: [H-].[Na+].CN(C=O)C.[OH:8][CH2:9][CH:10]1[S:15][C:14]2[S:16][CH:17]=[CH:18][C:13]=2[CH:12]([O:19][CH2:20][O:21][CH2:22][CH2:23][O:24][CH3:25])[CH2:11]1.[CH3:26][O:27][CH2:28][CH2:29]Br>O>[CH3:26][O:27][CH2:28][CH2:29][O:8][CH2:9][CH:10]1[S:15][C:14]2[S:16][CH:17]=[CH:18][C:13]=2[CH:12]([O:19][CH2:20][O:21][CH2:22][CH2:23][O:24][CH3:25])[CH2:11]1 |f:0.1|. Reported procedure: Under N2, a suspension of 60% NaH (20 g, 0.5 mol), DMF (350 ml) and 7 (38.3 g, 0.13 mol) was stirred at ambient temperature. After 2.5 h. the reaction was cooled to 0°-4° C. and 2-methoxyethylbromide (71 g, 0.51 mol) was added dropwise. After complete addition, the reaction was allowed to stir to room temperature overnight. The solution was then poured into H2O and the aqueous layer was extracted with EtOAc (3x). The organic layer was washed with saturated NaCl, dried, filtered and concentrated ... Reactants: CN1CC[C@]23C4=C5C=CC(=C4O[C@H]2C(=O)CC[C@]3([C@H]1C5)O)OC (oxycodone), ClCCl (dichloromethane). Reagents/catalysts: [Pd] (Pd/C). Run in C(C)(C)O (isopropanol). Product: CN1CC[C@]23C4=C5C=CC(=C4O[C@H]2C(=O)CC[C@]3([C@H]1C5)O)OC.Cl (oxycodone HCl). Reaction SMILES: [CH3:1][N:2]1[C@@H:19]2[CH2:20][C:7]3[CH:8]=[CH:9][C:10]([O:22][CH3:23])=[C:11]4[O:12][C@H:13]5[C:14]([CH2:16][CH2:17][C@:18]2([OH:21])[C@:5]5([C:6]=34)[CH2:4][CH2:3]1)=[O:15].[Cl:24]CCl>[Pd].C(O)(C)C>[CH3:1][N:2]1[C@@H:19]2[CH2:20][C:7]3[CH:8]=[CH:9][C:10]([O:22][CH3:23])=[C:11]4[O:12][C@H:13]5[C:14]([CH2:16][CH2:17][C@:18]2([OH:21])[C@:5]5([C:6]=34)[CH2:4][CH2:3]1)=[O:15].[ClH:24] |f:4.5|. Reported procedure: To a 250 mL hydrogenation bottle was charged 1.5 g (4.75 mmol, prepared via Rh catalyst rearrangement, 424 ppm 14-hydroxycodeinone) of oxycodone base, 6 mL of dichloromethane (DCM) and 2 mL of isopropanol (IPA). The mixture was agitated until a solution was obtained, then 0.15 g of 10% Pd/C was added. The mixture was hydrogenated with agitation at 35° C., 25 psi H2 and processed to isolated oxycodone HCl in portions after one and two days of hydrogenation.